From a dataset of the Open Reaction Database (ORD), a public repository of structured organic reaction records. describe an organic reaction: reactants, conditions, products, and yield The reactants are COC(C(CC(C)C)C=1C=C(C=C(C1)O)C1=CC=C(C=C1)C(F)(F)F)=O (2-(5-hydroxy-4′-trifluoromethyl-biphenyl-3-yl)-4-methyl-pentanoic acid methyl ester), FC(C1=CC=C(C=C1)B(O)O)(F)F (4-trifluoromethylphenylboronic acid). The product is COC(C(CC(C)C)C=1C=C(C=C(C1)OC1=CC=C(C=C1)C(F)(F)F)C1=CC=C(C=C1)C(F)(F)F)=O (4-Methyl-2-[4′-trifluoromethyl-5-(4-trifluoromethyl-phenoxy)-biphenyl-3-yl]-pentanoic acid methyl ester). Isolated yield 43.0%. RXN SMILES: [CH3:1][O:2][C:3](=[O:26])[CH:4]([C:9]1[CH:10]=[C:11]([C:16]2[CH:21]=[CH:20][C:19]([C:22]([F:25])([F:24])[F:23])=[CH:18][CH:17]=2)[CH:12]=[C:13]([OH:15])[CH:14]=1)[CH2:5][CH:6]([CH3:8])[CH3:7].[F:27][C:28]([F:39])([F:38])[C:29]1[CH:34]=[CH:33][C:32](B(O)O)=[CH:31][CH:30]=1>>[CH3:1][O:2][C:3](=[O:26])[CH:4]([C:9]1[CH:10]=[C:11]([C:16]2[CH:17]=[CH:18][C:19]([C:22]([F:23])([F:25])[F:24])=[CH:20][CH:21]=2)[CH:12]=[C:13]([O:15][C:32]2[CH:33]=[CH:34][C:29]([C:28]([F:39])([F:38])[F:27])=[CH:30][CH:31]=2)[CH:14]=1)[CH2:5][CH:6]([CH3:8])[CH3:7]. Reported procedure: The title compound was prepared in 43% yield from 2-(5-hydroxy-4′-trifluoromethyl-biphenyl-3-yl)-4-methyl-pentanoic acid methyl ester and 4-trifluoromethylphenylboronic acid under the conditions described in Example 15, step (g).